The task is: describe an organic reaction: reactants, conditions, products, and yield. This data is from the Open Reaction Database (ORD), a public repository of structured organic reaction records. Reactants: Br, C1CCNCC1, Cn1nc(N)nc1NCCCOc1cccc(CBr)c1, CCO. Yields the product Cn1nc(N)nc1NCCCOc1cccc(CN2CCCCC2)c1. RXN SMILES: [BrH:21].[CH2:22]1[CH2:23][CH2:24][NH:25][CH2:26][CH2:27]1.[CH3:1][n:2]1[n:3][c:4]([NH2:20])[n:5][c:6]1[NH:7][CH2:8][CH2:9][CH2:10][O:11][c:12]1[cH:13][c:14]([CH2:18][Br:19])[cH:15][cH:16][cH:17]1.[CH3:28][CH2:29][OH:30]>>[CH3:1][n:2]1[n:3][c:4]([NH2:20])[n:5][c:6]1[NH:7][CH2:8][CH2:9][CH2:10][O:11][c:12]1[cH:13][c:14]([CH2:18][N:25]2[CH2:24][CH2:23][CH2:22][CH2:27][CH2:26]2)[cH:15][cH:16][cH:17]1. The reactants are BrCc1cccc(Br)c1, CCCCCCCC(=O)NC, [H-], [Na+], C1CCOC1, O. The product is CCCCCCCC(=O)N(C)Cc1cccc(Br)c1. As a reaction SMILES: [Br:14][c:15]1[cH:16][c:17]([CH2:18][Br:19])[cH:20][cH:21][cH:22]1.[CH3:1][NH:2][C:3]([CH2:4][CH2:5][CH2:6][CH2:7][CH2:8][CH2:9][CH3:10])=[O:11].[H-:12].[Na+:13].[O:24]1[CH2:25][CH2:26][CH2:27][CH2:28]1.[OH2:23]>>[CH3:1][N:2]([C:3]([CH2:4][CH2:5][CH2:6][CH2:7][CH2:8][CH2:9][CH3:10])=[O:11])[CH2:18][c:17]1[cH:16][c:15]([Br:14])[cH:22][cH:21][cH:20]1.